Dataset: the Open Reaction Database (ORD), a public repository of structured organic reaction records. Task: describe an organic reaction: reactants, conditions, products, and yield Reactants: [Al+3], Oc1cccc(Br)c1, CC(=O)OC(C)=O, [Cl-], [Cl-], [Cl-], Cl, O, c1ccncc1. The product is CC(=O)c1ccc(Br)cc1O. Reaction SMILES: [Al+3:18].[Br:1][c:2]1[cH:3][c:4]([OH:8])[cH:5][cH:6][cH:7]1.[CH3:9][C:10](=[O:11])[O:12][C:13](=[O:14])[CH3:15].[Cl-:17].[Cl-:19].[Cl-:20].[ClH:16].[OH2:27].[cH:21]1[cH:22][cH:23][n:24][cH:25][cH:26]1>>[Br:1][c:2]1[cH:3][c:4]([OH:8])[c:5]([C:10]([CH3:9])=[O:11])[cH:6][cH:7]1. Starting materials: Cc1cc(OCCCS(C)(=O)=O)cc(C)c1-c1cccc(COc2ccc3c(c2)OCC3C(C)C(=O)[O-])c1, CO, Cl, [Na+], C1CCOC1, [OH-], O. Yields the product Cc1cc(OCCCS(C)(=O)=O)cc(C)c1-c1cccc(COc2ccc3c(c2)OCC3CC(=O)O)c1. As a reaction SMILES: [CH3:1][CH:2]([C:3](=[O:4])[O-:5])[CH:6]1[CH2:7][O:8][c:9]2[c:10]1[cH:11][cH:12][c:13]([O:15][CH2:16][c:17]1[cH:18][c:19](-[c:23]3[c:24]([CH3:38])[cH:25][c:26]([O:30][CH2:31][CH2:32][CH2:33][S:34](=[O:35])(=[O:36])[CH3:37])[cH:27][c:28]3[CH3:29])[cH:20][cH:21][cH:22]1)[cH:14]2.[CH3:39][OH:40].[ClH:43].[Na+:42].[O:45]1[CH2:46][CH2:47][CH2:48][CH2:49]1.[OH-:41].[OH2:44]>>[CH2:2]([C:3](=[O:4])[OH:5])[CH:6]1[CH2:7][O:8][c:9]2[c:10]1[cH:11][cH:12][c:13]([O:15][CH2:16][c:17]1[cH:18][c:19](-[c:23]3[c:24]([CH3:38])[cH:25][c:26]([O:30][CH2:31][CH2:32][CH2:33][S:34](=[O:35])(=[O:36])[CH3:37])[cH:27][c:28]3[CH3:29])[cH:20][cH:21][cH:22]1)[cH:14]2.